From a dataset of the Open Reaction Database (ORD), a public repository of structured organic reaction records. describe an organic reaction: reactants, conditions, products, and yield The reactants are ClC1(CC(O1)=O)CCl (4-chloro-4-chloromethyloxetan-2-one), NC1=CC=CC=C1 (aniline). Solvent: C(Cl)Cl (methylenechloride), C([O-])(O)=O.[Na+] (sodium bicarbonate). Reaction conditions: temperature 0 celsius, time 48 hour. Product: ClCC(CC(=O)NC1=CC=CC=C1)=O (γ-chloroacetoacetanilide). RXN SMILES: Cl[C:2]1([CH2:7][Cl:8])[O:5][C:4](=[O:6])[CH2:3]1.[NH2:9][C:10]1[CH:15]=[CH:14][CH:13]=[CH:12][CH:11]=1>C(Cl)Cl.C(=O)(O)[O-].[Na+]>[Cl:8][CH2:7][C:2](=[O:5])[CH2:3][C:4]([NH:9][C:10]1[CH:15]=[CH:14][CH:13]=[CH:12][CH:11]=1)=[O:6] |f:3.4|. Procedure details: 7.8 Parts of 4-chloro-4-chloromethyloxetan-2-one are dissolved in 150 parts of methylenechloride containing 4.2 parts of anhydrous sodium bicarbonate and the solution is cooled to 0° C. 4.7 Parts of aniline are then added over 30 minutes and the reaction mixture is finally stirred for 48 hours at room temperature. The solids are then filtered off and the filtrate evaporated. The residue is crystallised twice from chloroform to give γ-chloroacetoacetanilide, m.p. 142°-143° C. The reactants are CC(CCCCn1c(=O)c2[nH]c(CNC(=O)OC(C)(C)C)nc2n(C)c1=O)N(C)C, ClCCl, O=C(O)C(F)(F)F. Yields the product CC(CCCCn1c(=O)c2[nH]c(CN)nc2n(C)c1=O)N(C)C. Reaction SMILES: [CH3:8][N:9]([CH:10]([CH2:11][CH2:12][CH2:13][CH2:14][n:15]1[c:16](=[O:17])[n:18]([CH3:35])[c:19]2[n:20][c:21]([CH2:26][NH:27][C:28]([O:29][C:30]([CH3:31])([CH3:32])[CH3:33])=[O:34])[nH:22][c:23]2[c:24]1=[O:25])[CH3:36])[CH3:37].[Cl:38][CH2:39][Cl:40].[OH:1][C:2]([C:3]([F:4])([F:5])[F:6])=[O:7]>>[CH3:8][N:9]([CH:10]([CH2:11][CH2:12][CH2:13][CH2:14][n:15]1[c:16](=[O:17])[n:18]([CH3:35])[c:19]2[n:20][c:21]([CH2:26][NH2:27])[nH:22][c:23]2[c:24]1=[O:25])[CH3:36])[CH3:37]. Reactants: ClC1=NC=NC2=CC=CC=C12 (4-chloroquinazoline), ice water, [H-].[Na+] (sodium hydride), C(C)(C)(C)C1=CC=C(C=C1)C(C)O (1-[4-(t-butyl)phenyl]ethanol). The solvent is CN(C)C=O (DMF), CN(C)C=O (DMF). Conditions: time 1 hour. The product is C(C)(C)(C)C1=CC=C(C=C1)C(C)OC1=NC=NC2=CC=CC=C12 (4-[1-[4-(t-Butyl)phenyl]ethoxy]quinazoline). Isolated yield 9.0%. RXN SMILES: [H-].[Na+].[C:3]([C:7]1[CH:12]=[CH:11][C:10]([CH:13]([OH:15])[CH3:14])=[CH:9][CH:8]=1)([CH3:6])([CH3:5])[CH3:4].Cl[C:17]1[C:26]2[C:21](=[CH:22][CH:23]=[CH:24][CH:25]=2)[N:20]=[CH:19][N:18]=1>CN(C=O)C>[C:3]([C:7]1[CH:8]=[CH:9][C:10]([CH:13]([O:15][C:17]2[C:26]3[C:21](=[CH:22][CH:23]=[CH:24][CH:25]=3)[N:20]=[CH:19][N:18]=2)[CH3:14])=[CH:11][CH:12]=1)([CH3:6])([CH3:4])[CH3:5] |f:0.1|. Procedure details: To a mixture of 0.5 g of sodium hydride in 100 ml of DMF was added 2.0 g of 1-[4-(t-butyl)phenyl]ethanol, and the resulting mixture was stirred at room temperature for one hour. Then 1.8 g of 4-chloroquinazoline in 30 ml of DMF were added. The mixture was stirred at room temperature for three hours, then poured into an ice/water mixture. The product was extracted into ether, the ether solution was concentrated and the residue was recrystallized from a pentane/ethyl acetate mixture to give 0.300 ... Reactants: CC(=O)O[BH-](OC(C)=O)OC(C)=O, CC(=O)O, CCc1nc2c(cnn2CC)c(NC2CCOCC2)c1CNC(=O)c1cccc(C(=O)NCc2cc(-c3cccc(C=O)c3)ccc2OC)c1, CC1CNCC(C)N1, ClCCl, [Na+]. RXN SMILES: [C:59]([O:60][BH-:61]([O:62][C:63](=[O:64])[CH3:65])[O:66][C:67](=[O:68])[CH3:69])(=[O:70])[CH3:71].[C:73]([OH:74])(=[O:75])[CH3:76].[CH2:1]([CH3:2])[n:3]1[n:4][cH:5][c:6]2[c:7]1[n:8][c:9]([CH2:49][CH3:50])[c:10]([CH2:19][NH:20][C:21](=[O:22])[c:23]1[cH:24][c:25]([C:29](=[O:30])[NH:31][CH2:32][c:33]3[cH:34][c:35](-[c:41]4[cH:42][c:43]([CH:47]=[O:48])[cH:44][cH:45][cH:46]4)[cH:36][cH:37][c:38]3[O:39][CH3:40])[cH:26][cH:27][cH:28]1)[c:11]2[NH:12][CH:13]1[CH2:14][CH2:15][O:16][CH2:17][CH2:18]1.[CH3:51][CH:52]1[NH:53][CH:54]([CH3:58])[CH2:55][NH:56][CH2:57]1.[Cl:77][CH2:78][Cl:79].[Na+:72]>>[CH2:1]([CH3:2])[n:3]1[n:4][cH:5][c:6]2[c:7]1[n:8][c:9]([CH2:49][CH3:50])[c:10]([CH2:19][NH:20][C:21](=[O:22])[c:23]1[cH:24][c:25]([C:29](=[O:30])[NH:31][CH2:32][c:33]3[cH:34][c:35](-[c:41]4[cH:42][c:43]([CH2:47][N:56]5[CH2:55][CH:54]([CH3:58])[NH:53][CH:52]([CH3:51])[CH2:57]5)[cH:44][cH:45][cH:46]4)[cH:36][cH:37][c:38]3[O:39][CH3:40])[cH:26][cH:27][cH:28]1)[c:11]2[NH:12][CH:13]1[CH2:14][CH2:15][O:16][CH2:17][CH2:18]1. The product is CCc1nc2c(cnn2CC)c(NC2CCOCC2)c1CNC(=O)c1cccc(C(=O)NCc2cc(-c3cccc(CN4CC(C)NC(C)C4)c3)ccc2OC)c1. The reactants are C1(=CC=CC=C1)NC(=O)OC1CC(N(C(C1)(C)C)CC(C1=CC=CC=C1)O)(C)C (4-phenylcarbamoyloxy-1-[2'-hydroxy-2-'phenylethyl]-2,2,6,6-tetramethylpiperidine), C1(=CC=CC=C1)N=C=O (phenyl isocyanate), N12CCN(CC1)CC2 (1,4-diazabicyclo[2,2,2]octane). Run in C1=CC=CC=C1 (benzene). Product: C1(=CC=CC=C1)NC(=O)OC1CC(N(C(C1)(C)C)CC(C1=CC=CC=C1)OC(NC1=CC=CC=C1)=O)(C)C (4-phenylcarbamoyloxy-1-[2'-(phenylcarbamoyloxy)-2'-phenylethyl]-2,2,6,6-tetramethylpiperidine). RXN SMILES: [C:1]1([NH:7][C:8]([O:10][CH:11]2[CH2:16][C:15]([CH3:18])([CH3:17])[N:14]([CH2:19][CH:20]([OH:27])[C:21]3[CH:26]=[CH:25][CH:24]=[CH:23][CH:22]=3)[C:13]([CH3:29])([CH3:28])[CH2:12]2)=[O:9])[CH:6]=[CH:5][CH:4]=[CH:3][CH:2]=1.[C:30]1([N:36]=[C:37]=[O:38])[CH:35]=[CH:34][CH:33]=[CH:32][CH:31]=1.N12CCN(CC1)CC2>C1C=CC=CC=1>[C:1]1([NH:7][C:8]([O:10][CH:11]2[CH2:16][C:15]([CH3:18])([CH3:17])[N:14]([CH2:19][CH:20]([O:27][C:37](=[O:38])[NH:36][C:30]3[CH:35]=[CH:34][CH:33]=[CH:32][CH:31]=3)[C:21]3[CH:22]=[CH:23][CH:24]=[CH:25][CH:26]=3)[C:13]([CH3:29])([CH3:28])[CH2:12]2)=[O:9])[CH:2]=[CH:3][CH:4]=[CH:5][CH:6]=1. Procedure details: A mixture of 3.0 parts of the products from Example 81, 0.90 parts of phenyl isocyanate and 0.1 parts of 1,4-diazabicyclo[2,2,2]octane in 25 parts of dry benzene was heated under reflux conditions for 24 hours. The benzene solvent was removed by distillation under reduced pressure and the residue crystallised from petroleum ether (b.p. 60°-80° C.) to give 4-phenylcarbamoyloxy-1-[2'-(phenylcarbamoyloxy)-2'-phenylethyl]-2,2,6,6-tetramethylpiperidine having a melting point of 173° C. and the follow... Reactants: [BH4-], CO, [Na+], O, O=C1CCNCc2sccc21. The product is OC1CCNCc2sccc21. RXN SMILES: [BH4-:12].[CH3:15][OH:16].[Na+:13].[OH2:14].[s:1]1[cH:2][cH:3][c:4]2[c:5]1[CH2:6][NH:7][CH2:8][CH2:9][C:10]2=[O:11]>>[s:1]1[cH:2][cH:3][c:4]2[c:5]1[CH2:6][NH:7][CH2:8][CH2:9][CH:10]2[OH:11]. The product is O=C1C2=C(OC3=NC=CC=C31)C=CC(=C2)C(=O)C(C(=O)OCC)C(=O)OCC (diethyl 2-(5-oxo-5H-[1]benzopyrano[2,3-b]pyridine- 7-yl-carbonyl)malonate). Run at temperature 65 celsius, time 1 hour. Starting materials: [Mg] (magnesium), S(O)(O)(=O)=O (sulfuric acid), C(CC(=O)OCC)(=O)OCC (diethyl malonate), O=C1C2=C(OC3=NC=CC=C31)C=CC(=C2)C(=O)Cl (5-oxo-5H-[1]benzopyrano[2,3-b]pyridine-7-carboxylic acid chloride). Reaction SMILES: [Mg].[C:2]([O:10][CH2:11][CH3:12])(=[O:9])[CH2:3][C:4]([O:6][CH2:7][CH3:8])=[O:5].[O:13]=[C:14]1[C:23]2[C:18](=[N:19][CH:20]=[CH:21][CH:22]=2)[O:17][C:16]2[CH:24]=[CH:25][C:26]([C:28](Cl)=[O:29])=[CH:27][C:15]1=2.S(=O)(=O)(O)O>O.C(O)C.ClC1C=CC=CC=1.C(Cl)(Cl)(Cl)Cl>[O:13]=[C:14]1[C:23]2[C:18](=[N:19][CH:20]=[CH:21][CH:22]=2)[O:17][C:16]2[CH:24]=[CH:25][C:26]([C:28]([CH:3]([C:4]([O:6][CH2:7][CH3:8])=[O:5])[C:2]([O:10][CH2:11][CH3:12])=[O:9])=[O:29])=[CH:27][C:15]1=2. The solvent is C(C)O (ethanol), C(Cl)(Cl)(Cl)Cl (carbon tetrachloride), ClC1=CC=CC=C1 (chlorobenzene), O (water), C(C)O (ethanol), ClC1=CC=CC=C1 (chlorobenzene), O (water). Reported procedure: 0.57 g of magnesium, 0.8 ml of carbon tetrachloride and 3.6 ml of absolute ethanol are placed in a four-necked flask fitted with a dropping funnel, a thermometer, a reflux condenser and a stirrer. 36.5 ml of chlorobenzene is added, and then a mixture of 2.67 g of diethyl malonate, 18 ml of chlorobenzene and 12.6 ml of absolute ethanol is added dropwise, while the temperature is maintained at 65°C. The mixture is allowed to stand at 85°C for 1 hour to complete the reaction. After cooling with wat...